From a dataset of the Open Reaction Database (ORD), a public repository of structured organic reaction records. describe an organic reaction: reactants, conditions, products, and yield Starting materials: CC1=NC=C(C(=O)O)C=C1 (6-methylnicotinic acid), C(C1=CN=CC=C1)(=O)O (nicotinic acid), C(C1=CN=CC=C1)(=O)O.[Na] (nicotinic acid sodium), C(C1=CN=CC=C1)(=O)O (nicotinic acid). Conditions: time 5 day. Yields the product OC1=C(C(=O)O)C=CC=N1 (2-hydroxynicotinic acid). Isolated yield 72.5%. As a reaction SMILES: C[C:2]1[CH:10]=[CH:9][C:5]([C:6]([OH:8])=[O:7])=[CH:4][N:3]=1.C(O)(=[O:18])C1C=CC=NC=1.[Na].C(O)(=O)C1C=CC=NC=1>>[OH:18][C:4]1[N:3]=[CH:2][CH:10]=[CH:9][C:5]=1[C:6]([OH:8])=[O:7] |f:1.2,^1:19|. Procedure details: The microorganisms with the designation Ki101 (DSM 6920) were incubated in 800 ml of mineral salt medium (Table 1 below) with addition of 8 mmol of 6-methylnicotinic acid in a 1 l Fernbach flask at 30° C. on a shaker at 100 rpm. The inoculum was 5 percent (v/v). After 5 days, the OD650 was about 0.5. Then the cells were harvested and washed once with 50 m molar phosphate buffer, pH 7.0. Then the cells were resuspended in 20 ml of 50 mM of phosphate buffer, pH 7.0 containing 200 mg (1.38 mmol) of... Starting materials: Cl, COC(=O)c1cc(-c2ccc(Cl)cc2)n(-c2ccc(S(N)(=O)=O)cc2)n1, [Na+], C1CCOC1, [OH-], O. Yields the product NS(=O)(=O)c1ccc(-n2nc(C(=O)O)cc2-c2ccc(Cl)cc2)cc1. RXN SMILES: [ClH:34].[NH2:1][S:2](=[O:3])(=[O:4])[c:5]1[cH:6][cH:7][c:8](-[n:11]2[n:12][c:13]([C:23](=[O:24])[O:25][CH3:26])[cH:14][c:15]2-[c:16]2[cH:17][cH:18][c:19]([Cl:22])[cH:20][cH:21]2)[cH:9][cH:10]1.[Na+:33].[O:27]1[CH2:28][CH2:29][CH2:30][CH2:31]1.[OH-:32].[OH2:35]>>[NH2:1][S:2](=[O:3])(=[O:4])[c:5]1[cH:6][cH:7][c:8](-[n:11]2[n:12][c:13]([C:23](=[O:24])[OH:25])[cH:14][c:15]2-[c:16]2[cH:17][cH:18][c:19]([Cl:22])[cH:20][cH:21]2)[cH:9][cH:10]1. Reactants: C=C1CC(=O)O1 (diketene), C1=CC=C2C=CC3=CC=CC4=CC=C1C2=C34 (pyrene), COC1=CC2=CC=C(C=C2C=C1)OC (2,6-dimethoxynaphthalene), [Cl-].[Al+3].[Cl-].[Cl-] (aluminum chloride), [Cl-].[Al+3].[Cl-].[Cl-].CC(C(C)=O)=O (aluminum chloride butanedione), C(CC(=O)C)(=O)F (acetoacetyl fluoride), C1=CC=C2C=CC3=CC=CC4=CC=C1C2=C34 (pyrene), C=C1CC(=O)O1 (diketene), aromatic compounds, C1CC2=CC=CC3=CC=CC1=C23 (acenaphthene), C1CC2=CC=CC3=CC=CC1=C23 (acenaphthene), C=C1CC(=O)O1 (diketene). Run in ClCCCl (1,2-dichloroethane), C(Cl)(Cl)Cl (chloroform), C1(=CC=CC=C1)C (toluene). The product is C1(=C(C=CC=C1)C(CC(C)=O)=O)C (1-tolyl-butane-1,3-dione). Isolated yield 6.5%. Reaction SMILES: C=C1OC(=O)C1.C1C2=[C:18]3[C:13](=CC=C2)[CH:12]=[CH:11][CH:10]=[C:9]3[CH2:8]1.C1C2C3=C4C(=CC=2)C=CC=C4C=CC3=CC=1.COC1C=CC2C(=CC=C(OC)C=2)C=1.[Cl-].[Al+3].[Cl-].[Cl-].CC(=O)C(=O)C.[C:59](F)(=[O:64])[CH2:60][C:61]([CH3:63])=[O:62].[Cl-].[Al+3].[Cl-].[Cl-]>C(Cl)(Cl)Cl.C1(C)C=CC=CC=1.ClCCCl>[C:9]1([CH3:8])[CH:18]=[CH:13][CH:12]=[CH:11][C:10]=1[C:59](=[O:64])[CH2:60][C:61](=[O:62])[CH3:63] |f:4.5.6.7.8,10.11.12.13|. Procedure details: In the reaction of diketene with aromatic compounds that are solid at room temperature, for example acenaphthene, pyrene, or 2,6-dimethoxynaphthalene, solvents have to be added which do not react with diketene. The aforesaid literature references do not contain any description of corresponding experiments. In proper experiments with 1,2-dichloroethane it has been found that with acenaphthene the yield is drastically reduced and resinifications do occur and that the aluminum chloride-butanedione ... Reactants: BrC=1C=C2C=CC(=CC2=CC1)O (6-bromo-2-naphthol), [Si](C)(C)(C(C)(C)C)Cl (t-butyl dimethylsilyl chloride), N1C=NC=C1 (imidazole), [Li]CCCC (n-BuLi), CI (CH3I). The product is CC=1C=C2C=CC(=CC2=CC1)O (6-Methyl-2-Naphthol). As a reaction SMILES: Br[C:2]1[CH:3]=[C:4]2[C:9](=[CH:10][CH:11]=1)[CH:8]=[C:7]([OH:12])[CH:6]=[CH:5]2.[Si](Cl)(C(C)(C)C)(C)[CH3:14].N1C=CN=C1.[Li]CCCC.CI>>[CH3:14][C:2]1[CH:3]=[C:4]2[C:9](=[CH:10][CH:11]=1)[CH:8]=[C:7]([OH:12])[CH:6]=[CH:5]2. Procedure: React 6-bromo-2-naphthol with t-butyl dimethylsilyl chloride and imidazole, followed by adding n-BuLi and CH3I. Deprotect the hydroxyl group by reacting with n-Bu4F to produce the title compound. Starting materials: 300, C(C)(C)(C)C1=CC=C(C=C1)CC(CO)C (3-(p-tert.-butylphenyl)-2-methyl-1-propanol). The solvent is O (water). Run at time 0.025 second. The product is C(C)(C)(C)C1=CC=C(C=C1)CC(C=O)C (3-(p-tert.-butylphenyl)-2-methylpropanal). The yield is 71.0%. As a reaction SMILES: [C:1]([C:5]1[CH:10]=[CH:9][C:8]([CH2:11][CH:12]([CH3:15])[CH2:13][OH:14])=[CH:7][CH:6]=1)([CH3:4])([CH3:3])[CH3:2]>O>[C:1]([C:5]1[CH:6]=[CH:7][C:8]([CH2:11][CH:12]([CH3:15])[CH:13]=[O:14])=[CH:9][CH:10]=1)([CH3:4])([CH3:2])[CH3:3]. Procedure details: Using a similar method to Example 1, a mixture of 300 parts of 3-(p-tert.-butylphenyl)-2-methyl-1-propanol and 200 parts of water with 250 parts of air and 250 parts of nitrogen is passed per hour over the catalyst at 560° C. and 1.1 bar. The residence time is 0.025 second and the throughput is 0.42 tonne/m2.h. 211 parts of 3-(p-tert.-butylphenyl)-2-methylpropanal (in the form of a 77 percent strength by weight organic phase) are obtained per hour, corresponding to a yield of 71% of theory. The ... Starting materials: ClCCl, C=CC[Pd]Cl, CN(C)c1cccc2cccc(N(C)C)c12, C[Sn](C)(C)c1ccc2c3c([nH]c2c1)C(=O)NCC3, NS(=O)(=O)c1cc(C(=O)Cl)ccc1Cl, C1CCOC1. The product is NS(=O)(=O)c1cc(C(=O)c2ccc3c4c([nH]c3c2)C(=O)NCC4)ccc1Cl. RXN SMILES: [CH2:54]([Cl:55])[Cl:56].[CH2:57]([Pd:58][Cl:59])[CH:60]=[CH2:61].[CH3:19][N:20]([CH3:21])[c:22]1[c:23]2[c:24]([cH:25][cH:26][cH:27][c:28]2[N:29]([CH3:30])[CH3:31])[cH:32][cH:33][cH:34]1.[CH3:1][Sn:2]([c:3]1[cH:4][cH:5][c:6]2[c:7]3[c:8]([nH:9][c:10]2[cH:11]1)[C:12](=[O:16])[NH:13][CH2:14][CH2:15]3)([CH3:17])[CH3:18].[Cl:35][c:36]1[c:37]([S:45]([NH2:46])(=[O:47])=[O:48])[cH:38][c:39]([C:40](=[O:41])[Cl:42])[cH:43][cH:44]1.[O:49]1[CH2:50][CH2:51][CH2:52][CH2:53]1>>[c:3]1([C:40]([c:39]2[cH:38][c:37]([S:45]([NH2:46])(=[O:47])=[O:48])[c:36]([Cl:35])[cH:44][cH:43]2)=[O:41])[cH:4][cH:5][c:6]2[c:7]3[c:8]([nH:9][c:10]2[cH:11]1)[C:12](=[O:16])[NH:13][CH2:14][CH2:15]3.